Dataset: the Open Reaction Database (ORD), a public repository of structured organic reaction records. Task: describe an organic reaction: reactants, conditions, products, and yield The reactants are [O-2].[Ba+2] (barium oxide), C(CCCCCCC\C=C/CCCCCCCC)O (oleyl alcohol), C(CCCCCC)C1=C(C=CC=C1)O (heptylphenol), mineral oil, C(=O)=O (carbon dioxide). Solvent: O (water). Yields the product C([O-])([O-])=O.[Ba+2].C(CCCCCC)C1=C(C=CC=C1)[O-].[Ba+2].C(CCCCCC)C1=C(C=CC=C1)[O-] (barium carbonate barium heptylphenolate). Reaction SMILES: [CH2:1]([OH:19])[CH2:2][CH2:3][CH2:4][CH2:5][CH2:6][CH2:7][CH2:8]/[CH:9]=[CH:10]\[CH2:11][CH2:12][CH2:13]CCCCC.[CH2:20]([C:27]1[CH:32]=[CH:31][CH:30]=[CH:29][C:28]=1[OH:33])[CH2:21][CH2:22][CH2:23][CH2:24][CH2:25][CH3:26].[O-2].[Ba+2:35].[C:36](=[O:38])=[O:37]>O>[C:36](=[O:19])([O-:38])[O-:37].[Ba+2:35].[CH2:20]([C:27]1[CH:32]=[CH:31][CH:30]=[CH:29][C:28]=1[O-:33])[CH2:21][CH2:22][CH2:23][CH2:24][CH2:25][CH3:26].[Ba+2:35].[CH2:7]([C:6]1[CH:5]=[CH:4][CH:3]=[CH:2][C:1]=1[O-:19])[CH2:8][CH2:9][CH2:10][CH2:11][CH2:12][CH3:13] |f:2.3,6.7.8.9.10|. Reported procedure: To a mixture of 268 grams (1.0 equivalent) oleyl alcohol, 124 grams (0.6 equivalent) of heptylphenol, 1000 grams of mineral oil, and 190 grams of water was added at 70° C. 306 grams (4.0 equivalents) of barium oxide. This mixture was heated at reflux temperature for an hour and then treated with carbon dioxide at 150° C. until the mixture was neutral. The mixture was filtered through Hyflo to yield a liquid product having the following analyses: The reactants are C=CC[C@H](C(=O)O)N (D-allylglycine), [OH-].[Na+] (sodium hydroxide), ClC(=O)OCC1=CC=CC=C1 (benzyl chloroformate), [OH-].[Na+] (sodium hydroxide), [OH-].[Na+] (sodium hydroxide), ClC(=O)OCC1=CC=CC=C1 (benzyl chloroformate). Solvent: O1CCCC1 (tetrahydrofuran). Yields the product C1(=CC=CC=C1)COC(=O)N[C@@H](C(=O)O)CC=C ((R)-2-[[(Phenylmethoxy)carbonyl]amino]-4-pentenoic acid). Isolated yield 411.3%. Reaction SMILES: [CH2:1]=[CH:2][CH2:3][C@@H:4]([NH2:8])[C:5]([OH:7])=[O:6].[OH-].[Na+].Cl[C:12]([O:14][CH2:15][C:16]1[CH:21]=[CH:20][CH:19]=[CH:18][CH:17]=1)=[O:13]>O1CCCC1>[C:16]1([CH2:15][O:14][C:12]([NH:8][C@H:4]([CH2:3][CH:2]=[CH2:1])[C:5]([OH:7])=[O:6])=[O:13])[CH:21]=[CH:20][CH:19]=[CH:18][CH:17]=1 |f:1.2|. Reported procedure: A mixture of D-allylglycine (2.8 g, 24.3 mmol), 1M aqueous sodium hydroxide solution (25 ml), and tetrahydrofuran (10 ml, distilled from ketyl) was stirred at room temperature until homogeneous then cooled in an ice-bath. To the resulting rapidly stirred solution was added about 5 mL of 1.0M aqueous sodium hydroxide solution then dropwise about 1 g of benzyl chloroformate. This was repeated 4 additional times until a total of 28 mL of 1.0M aqueous sodium hydroxide soltuion and 4.80 g (95%, 27 mm...